From a dataset of the Open Reaction Database (ORD), a public repository of structured organic reaction records. describe an organic reaction: reactants, conditions, products, and yield Reactants: C, COC(=O)c1ccc(-c2cc(I)c(OC)cc2F)cc1C, CC1C(c2cc(C(F)(F)F)cc(C(F)(F)F)c2)OC(=O)N1Cc1cc(C(F)(F)F)ccc1B1OC(C)(C)C(C)(C)O1, [Na+], [Na+], O=C([O-])[O-]. Product: COC(=O)c1ccc(-c2cc(-c3ccc(C(F)(F)F)cc3CN3C(=O)OC(c4cc(C(F)(F)F)cc(C(F)(F)F)c4)C3C)c(OC)cc2F)cc1C. As a reaction SMILES: [CH4:22].[F:1][c:2]1[c:3](-[c:11]2[cH:12][c:13]([CH3:21])[c:14]([C:17](=[O:18])[O:19][CH3:20])[cH:15][cH:16]2)[cH:4][c:5]([I:10])[c:6]([O:8][CH3:9])[cH:7]1.[F:23][C:24]([c:25]1[cH:26][c:27]([CH:35]2[CH:36]([CH3:61])[N:37]([CH2:41][c:42]3[c:43]([B:52]4[O:53][C:54]([CH3:55])([CH3:56])[C:57]([CH3:58])([CH3:59])[O:60]4)[cH:44][cH:45][c:46]([C:48]([F:49])([F:50])[F:51])[cH:47]3)[C:38](=[O:40])[O:39]2)[cH:28][c:29]([C:31]([F:32])([F:33])[F:34])[cH:30]1)([F:62])[F:63].[Na+:64].[Na+:65].[O-:66][C:67](=[O:68])[O-:69]>>[F:1][c:2]1[c:3](-[c:11]2[cH:12][c:13]([CH3:21])[c:14]([C:17](=[O:18])[O:19][CH3:20])[cH:15][cH:16]2)[cH:4][c:5](-[c:43]2[c:42]([CH2:41][N:37]3[CH:36]([CH3:61])[CH:35]([c:27]4[cH:26][c:25]([C:24]([F:23])([F:62])[F:63])[cH:30][c:29]([C:31]([F:32])([F:33])[F:34])[cH:28]4)[O:39][C:38]3=[O:40])[cH:47][c:46]([C:48]([F:49])([F:50])[F:51])[cH:45][cH:44]2)[c:6]([O:8][CH3:9])[cH:7]1. Reactants: [Si](C1=CC=CC=C1)(C1=CC=CC=C1)(C(C)(C)C)OC[C@H](C)N1C(CCC1)=O ((S)-2-(2-oxopyrrolidin-1-yl)propyl tert-butyldiphenylsilyl ether), [F-].C(CCC)[N+](CCCC)(CCCC)CCCC (tetrabutylammonium fluoride), O (H2O). Solvent: C1CCOC1 (THF). Yields the product O=C1N(CCC1)[C@H](CO)C ((S)-2-(2-oxopyrrolidin-1-yl)propyl alcohol). Yield: 199.5%. As a reaction SMILES: [Si]([O:18][CH2:19][C@@H:20]([N:22]1[CH2:26][CH2:25][CH2:24][C:23]1=[O:27])[CH3:21])(C(C)(C)C)(C1C=CC=CC=1)C1C=CC=CC=1.[F-].C([N+](CCCC)(CCCC)CCCC)CCC.O>C1COCC1>[O:27]=[C:23]1[CH2:24][CH2:25][CH2:26][N:22]1[C@@H:20]([CH3:21])[CH2:19][OH:18] |f:1.2|. Procedure: A 0° C. solution of 11.20 g (29.4 mmol) of (S)-2-(2-oxopyrrolidin-1-yl)propyl tert-butyldiphenylsilyl ether (Part B) in 100 mL of THF was treated with 36.0 mL (36 mmol) of tetrabutylammonium fluoride (1 M in THF). The reaction was stirred at ambient temperature until tic analysis indicated the complete disappearance of starting material (30 min). The reaction was poured into 300 mL of H2O and the mixture extracted with CH2Cl2 (3×300 mL). The combined organic layers were dried over Na2SO4, filter...